Dataset: the Open Reaction Database (ORD), a public repository of structured organic reaction records. Task: describe an organic reaction: reactants, conditions, products, and yield The reactants are C(C)OC(CC=1N=NC(=CC1)Cl)=O ((6-chloro-pyridazin-3-yl)-acetic acid ethyl ester), BrCCBr (1,2-dibromoethane), Intermediate 4. Yields the product C(C)OC(=O)C1(CC1)C=1N=NC(=CC1)Cl (1-(6-chloro-pyridazin-3-yl)-cyclopropanecarboxylic acid ethyl ester). Yield: 20.0%. RXN SMILES: [CH2:1]([O:3][C:4](=[O:13])[CH2:5][C:6]1[N:7]=[N:8][C:9]([Cl:12])=[CH:10][CH:11]=1)[CH3:2].Br[CH2:15][CH2:16]Br>>[CH2:1]([O:3][C:4]([C:5]1([C:6]2[N:7]=[N:8][C:9]([Cl:12])=[CH:10][CH:11]=2)[CH2:16][CH2:15]1)=[O:13])[CH3:2]. Reported procedure: The title compound was prepared from (6-chloro-pyridazin-3-yl)-acetic acid ethyl ester and 1,2-dibromoethane following a procedure analogous to that described in Step 3 for Intermediate 4. Yield: 20% of theory; LC (method 1): tR=1.45 min; Mass spectrum (ESI+): m/z=227/228 (Cl) [M+H]+. Reactants: Cl (hydrochloric acid), [H-].[Na+] (Sodium hydride), BrC1=C(C=C(C(=C1)Cl)C)NC(=O)C1CCN(CC1)C(=O)OC(C)(C)C (tert-butyl 4-{[(2-bromo-4-chloro-5-methylphenyl)amino]carbonyl}piperidine-1-carboxylate), C(C1=CC=CC=C1)Br (Benzyl bromide). Run in CN(C=O)C (N,N-dimethylformamide). The product is C(C1=CC=CC=C1)N(C(=O)C1CCN(CC1)C(=O)OC(C)(C)C)C1=C(C=C(C(=C1)C)Cl)Br (tert-butyl 4-{[benzyl(2-bromo-4-chloro-5-methylphenyl)amino]carbonyl}piperidine-1-carboxylate). RXN SMILES: [H-].[Na+].[Br:3][C:4]1[CH:9]=[C:8]([Cl:10])[C:7]([CH3:11])=[CH:6][C:5]=1[NH:12][C:13]([CH:15]1[CH2:20][CH2:19][N:18]([C:21]([O:23][C:24]([CH3:27])([CH3:26])[CH3:25])=[O:22])[CH2:17][CH2:16]1)=[O:14].[CH2:28](Br)[C:29]1[CH:34]=[CH:33][CH:32]=[CH:31][CH:30]=1.Cl>CN(C)C=O>[CH2:28]([N:12]([C:5]1[CH:6]=[C:7]([CH3:11])[C:8]([Cl:10])=[CH:9][C:4]=1[Br:3])[C:13]([CH:15]1[CH2:20][CH2:19][N:18]([C:21]([O:23][C:24]([CH3:27])([CH3:26])[CH3:25])=[O:22])[CH2:17][CH2:16]1)=[O:14])[C:29]1[CH:34]=[CH:33][CH:32]=[CH:31][CH:30]=1 |f:0.1|. Procedure: Sodium hydride (193 mg, 8.06 mmol) was added to a stirred solution of tert-butyl 4-{[(2-bromo-4-chloro-5-methylphenyl)amino]carbonyl}piperidine-1-carboxylate 2-5 (2.90 g, 6.72 mmol) in N,N-dimethylformamide (40 mL) at approximately 0° C. The reaction mixture was warmed to ambient temperature and aged for 30 min. Benzyl bromide (1.20 mL, 10.1 mmol) was added and after 1 h, the reaction mixture was poured into aqueous 2 N hydrochloric acid and extracted with diethyl ether. The organic phase was wa... Starting materials: N1=C(C=CC2=NC=CC=C12)CO ((1,5-Naphthyridin-2-yl)methanol), Cl.S1C(=CC=2C=NC=CC21)CN (Thieno[3,2-c]pyridin-2-ylmethanamine hydrochloride). Yields the product N1=C(C=CC2=NC=CC=C12)CN ((1,5-Naphthyridin-2-yl)methanamine). Reaction SMILES: [N:1]1[C:10]2[C:5](=[N:6][CH:7]=[CH:8][CH:9]=2)[CH:4]=[CH:3][C:2]=1[CH2:11]O.Cl.S1C2C=C[N:19]=CC=2C=C1CN>>[N:1]1[C:10]2[C:5](=[N:6][CH:7]=[CH:8][CH:9]=2)[CH:4]=[CH:3][C:2]=1[CH2:11][NH2:19] |f:1.2|. Reported procedure: Intermediate 8 was prepared from (1,5-naphthyridin-2-yl)methanol (8-4) following the procedures similar to the procedure for synthesizing intermediate D from D-3. MS (m/z): 160 (M+1)+. Reactants: COC1=CC=C(CN(C2=NC=C(C=N2)C=2C3=C(N=C(N2)N2CCOCC2)NCC3)CC3=CC=C(C=C3)OC)C=C1 (bis-(4-methoxy-benzyl)-[5-(2-morpholin-4-yl-6,7-dihydro-5H-pyrrolo[2,3-d]pyrimidin-4-yl)-pyrimidin-2-yl]-amine), BrC1=CC=C(C=C1)CCS(=O)(=O)N1CCN(CC1)C (1-[2-(4-bromo-phenyl)-ethanesulfonyl]-4-methyl-piperazine), COC(C1=CC=C(C=C1)Br)=O (4-bromobenzoic acid methyl ester). Yields the product COC1=CC=C(CN(C2=NC=C(C=N2)C=2C3=C(N=C(N2)N2CCOCC2)N(CC3)C3=CC=C(C=C3)CCS(=O)(=O)N3CCN(CC3)C)CC3=CC=C(C=C3)OC)C=C1 (bis-(4-methoxy-benzyl)-[5-(7-{4-[2-(4-methyl-piperazine-1-sulfonyl)-ethyl]-phenyl}-2-morpholin-4-yl-6,7-dihydro-5H-pyrrolo[2,3-d]pyrimidin-4-yl)-pyrimidin-2-yl]-amine). RXN SMILES: [CH3:1][O:2][C:3]1[CH:40]=[CH:39][C:6]([CH2:7][N:8]([CH2:30][C:31]2[CH:36]=[CH:35][C:34]([O:37][CH3:38])=[CH:33][CH:32]=2)[C:9]2[N:14]=[CH:13][C:12]([C:15]3[C:16]4[CH2:29][CH2:28][NH:27][C:17]=4[N:18]=[C:19]([N:21]4[CH2:26][CH2:25][O:24][CH2:23][CH2:22]4)[N:20]=3)=[CH:11][N:10]=2)=[CH:5][CH:4]=1.Br[C:42]1[CH:47]=[CH:46][C:45]([CH2:48][CH2:49][S:50]([N:53]2[CH2:58][CH2:57][N:56]([CH3:59])[CH2:55][CH2:54]2)(=[O:52])=[O:51])=[CH:44][CH:43]=1.COC(=O)C1C=CC(Br)=CC=1>>[CH3:38][O:37][C:34]1[CH:33]=[CH:32][C:31]([CH2:30][N:8]([CH2:7][C:6]2[CH:5]=[CH:4][C:3]([O:2][CH3:1])=[CH:40][CH:39]=2)[C:9]2[N:10]=[CH:11][C:12]([C:15]3[C:16]4[CH2:29][CH2:28][N:27]([C:42]5[CH:47]=[CH:46][C:45]([CH2:48][CH2:49][S:50]([N:53]6[CH2:54][CH2:55][N:56]([CH3:59])[CH2:57][CH2:58]6)(=[O:52])=[O:51])=[CH:44][CH:43]=5)[C:17]=4[N:18]=[C:19]([N:21]4[CH2:26][CH2:25][O:24][CH2:23][CH2:22]4)[N:20]=3)=[CH:13][N:14]=2)=[CH:36][CH:35]=1. Reported procedure: From bis-(4-methoxy-benzyl)-[5-(2-morpholin-4-yl-6,7-dihydro-5H-pyrrolo[2,3-d]pyrimidin-4-yl)-pyrimidin-2-yl]-amine (100 mg) and 1-[2-(4-bromo-phenyl)-ethanesulfonyl]-4-methyl-piperazine (94 mg) obtained in Step A in Example 1-D-296 instead of 4-bromobenzoic acid methyl ester used in Example 1-D-8, in the same manner as Example 1-D-08, a crude product of bis-(4-methoxy-benzyl)-[5-(7-{4-[2-(4-methyl-piperazine-1-sulfonyl)-ethyl]-phenyl}-2-morpholin-4-yl-6,7-dihydro-5H-pyrrolo[2,3-d]pyrimidin-4-yl...